This data is from the Open Reaction Database (ORD), a public repository of structured organic reaction records. The task is: describe an organic reaction: reactants, conditions, products, and yield The reactants are Nc1ccc(F)cc1[N+](=O)[O-], FC(F)(F)c1ccc2c(c1)nc(C=Cc1ccccc1)n2-c1ccccn1. Yields the product Fc1ccc2c(c1)nc(C=Cc1ccccc1)n2-c1ccccn1. Reaction SMILES: [F:1][c:2]1[cH:3][cH:4][c:5]([NH2:6])[c:7]([N+:8]([O-:9])=[O:10])[cH:11]1.[n:12]1[c:13](-[n:18]2[c:19]([CH:31]=[CH:32][c:33]3[cH:34][cH:35][cH:36][cH:37][cH:38]3)[n:20][c:21]3[c:22]2[cH:23][cH:24][c:25]([C:27]([F:28])([F:29])[F:30])[cH:26]3)[cH:14][cH:15][cH:16][cH:17]1>>[F:1][c:25]1[cH:24][cH:23][c:22]2[n:18](-[c:13]3[n:12][cH:17][cH:16][cH:15][cH:14]3)[c:19]([CH:31]=[CH:32][c:33]3[cH:34][cH:35][cH:36][cH:37][cH:38]3)[n:20][c:21]2[cH:26]1. Reactants: [BH4-], COC(=O)C(CC#N)c1ccccc1, COCCOC, CCOCC, Cl, [Na+]. Product: N#CCC(CO)c1ccccc1. Reaction SMILES: [BH4-:15].[C:1](=[O:2])([O:3][CH3:4])[CH:5]([CH2:6][C:7]#[N:8])[c:9]1[cH:10][cH:11][cH:12][cH:13][cH:14]1.[CH2:18]([CH2:19][O:20][CH3:21])[O:22][CH3:23].[CH3:24][CH2:25][O:26][CH2:27][CH3:28].[ClH:17].[Na+:16]>>[CH2:1]([OH:2])[CH:5]([CH2:6][C:7]#[N:8])[c:9]1[cH:10][cH:11][cH:12][cH:13][cH:14]1. Reactants: ( i ), OC(C1=CC=CC=C1)C=1OC=CC1 ((±) 2-α-hydroxybenzylfuran), C(C)(C)C1=C(C=CC=C1)Br (2-isopropylbromobenzene). The product is OC(C1=C(C=CC=C1)C(C)C)C=1OC=CC1 ((±) 2-(α-Hydroxy-2-isopropylbenzyl)furan). RXN SMILES: [OH:1][CH:2]([C:9]1[O:10][CH:11]=[CH:12][CH:13]=1)[C:3]1[CH:8]=[CH:7][CH:6]=[CH:5][CH:4]=1.[CH:14](C1C=CC=CC=1Br)([CH3:16])[CH3:15]>>[OH:1][CH:2]([C:9]1[O:10][CH:11]=[CH:12][CH:13]=1)[C:3]1[CH:8]=[CH:7][CH:6]=[CH:5][C:4]=1[CH:14]([CH3:16])[CH3:15]. Procedure: (±) 2-(α-Hydroxy-2-isopropylbenzyl)furan (b.p. 110° C./0.15 mm.Hg) was prepared by the procedure hereinbefore described in (i) for the preparation of (±) 2-α-hydroxybenzylfuran but replacing the bromobenzene by 2-isopropylbromobenzene (described by Crawford and Stuart, J.C.S., 1952, 4445). Conditions: temperature 70 celsius, time 30 minute. Yields the product COC(C=1C=C(C(=NC1)C)Br)OC (5-[bis(methyloxy)methyl]-3-bromo-2-methylpyridine). Reported procedure: In a sealed tube charged with a solution of 5-bromo-6-methyl-3-pyridinecarbaldehyde (for a synthesis see PB62797 Intermediate 69) (191 mg, 0.955 mmol) in MeOH (15 ml) was added trimethyl orthoformate (1.045 ml, 9.55 mmol) and HCl (4M solution in 1,4-dioxane, 0.573 ml, 2.292 mmol). The reaction mixture was stirred at 70° C. for 2 h 30 min. The solution was concentrated under vacuum and the residue was diluted with saturated NaHCO3 and EtOAc. The organic phase was extracted, dried over anhydrous N... As a reaction SMILES: [Br:1][C:2]1[CH:3]=[C:4](C=O)[CH:5]=[N:6][C:7]=1[CH3:8].[CH:11](OC)([O:14][CH3:15])[O:12][CH3:13].Cl>CO>[CH3:13][O:12][CH:11]([O:14][CH3:15])[C:4]1[CH:3]=[C:2]([Br:1])[C:7]([CH3:8])=[N:6][CH:5]=1. Starting materials: BrC=1C=C(C=NC1C)C=O (5-bromo-6-methyl-3-pyridinecarbaldehyde), Intermediate 69, C(OC)(OC)OC (trimethyl orthoformate), Cl (HCl). The solvent is CO (MeOH). Isolated yield 52.0%. The reactants are FC(C(=O)O)(F)F (trifluoroacetic acid), COC=1C2=C(N=CN1)SC(=N2)NC(=O)N2CC(CC2)N (3-amino-pyrrolidine-1-carboxylic acid (7-methoxy-thiazolo[5,4-d]pyrimidin-2-yl)-amide), FC1=C(C=C(C(=O)Cl)C=C1)C(F)(F)F (4-fluoro-3-(trifluoromethyl)benzoyl chloride), C(C)(C)(C)OC(NCCNC(=O)NC=1SC=2N=CN=C(C2N1)OC)=O ({2-[3-(7-methoxy-thiazolo[5,4-d]pyrimidin-2-yl)-ureido]-ethyl}-carbamic acid tert-butyl ester), FC(C(=O)O)(F)F (trifluoroacetic acid). The solvent is C(Cl)Cl (methylene chloride). Reaction conditions: temperature 25 celsius, time 1 hour. Product: FC1=C(C=C(C(=O)NCCNC(=O)NC=2SC=3N=CN=C(C3N2)OC)C=C1)C(F)(F)F (4-fluoro-N-{2-[3-(7-methoxy-thiazolo[5,4-d]pyrimidin-2-yl)-ureido]-ethyl}-3-trifluoromethyl-benzamide). Isolated yield 11.9%. Reaction SMILES: C(O[C:6](=[O:25])[NH:7][CH2:8][CH2:9][NH:10][C:11]([NH:13][C:14]1[S:15][C:16]2[N:17]=[CH:18][N:19]=[C:20]([O:23][CH3:24])[C:21]=2[N:22]=1)=[O:12])(C)(C)C.FC(F)(F)C(O)=O.COC1C2N=C(NC(N3CCC(N)C3)=O)SC=2N=CN=1.[F:53][C:54]1[CH:62]=[CH:61][C:57](C(Cl)=O)=[CH:56][C:55]=1[C:63]([F:66])([F:65])[F:64]>C(Cl)Cl>[F:53][C:54]1[CH:62]=[CH:61][C:57]([C:6]([NH:7][CH2:8][CH2:9][NH:10][C:11]([NH:13][C:14]2[S:15][C:16]3[N:17]=[CH:18][N:19]=[C:20]([O:23][CH3:24])[C:21]=3[N:22]=2)=[O:12])=[O:25])=[CH:56][C:55]=1[C:63]([F:64])([F:65])[F:66]. Procedure details: A solution of {2-[3-(7-methoxy-thiazolo[5,4-d]pyrimidin-2-yl)-ureido]-ethyl}-carbamic acid tert-butyl ester (170 mg, 0.46 mmol) was treated with trifluoroacetic acid (80 μL, 0.57 mmol). The reaction was stirred at 25° C. for 1 h. The reaction was then concentrated in vacuo, triturated with diethyl ether, collected by filtration and dried in vacuo. A portion of the resulting trifluoroacetic acid salt of 3-amino-pyrrolidine-1-carboxylic acid (7-methoxy-thiazolo[5,4-d]pyrimidin-2-yl)-amide (88 mg, ... Starting materials: ClC=1C=C(C(=O)OO)C=CC1 (3-Chlorobenzoperoxoic acid), ClC=1N=CC(=NC1)NC=1O[C@]2(CN3CCC2CC3)CN1 ((R)—N-(5-chloropyrazin-2-yl)-4H-1′-azaspiro[oxazole-5,3′-bicyclo[2.2.2]octan]-2-amine). Solvent: C1CCOC1 (THF). Run at time 2 hour. The product is ClC=1N=CC(=NC1)NC=1O[C@]2(C[N+]3(CCC2CC3)[O-])CN1 ((S)-2-(5-chloropyrazin-2-ylamino)-4H-1′-azaspiro[oxazole-5,3′-bicyclo[2.2.2]octane]1′-oxide). The yield is 94.0%. RXN SMILES: ClC1C=C(C=CC=1)C(OO)=[O:6].[Cl:12][C:13]1[N:14]=[CH:15][C:16]([NH:19][C:20]2[O:21][C@:22]3([CH2:30][N:31]=2)[CH:27]2[CH2:28][CH2:29][N:24]([CH2:25][CH2:26]2)[CH2:23]3)=[N:17][CH:18]=1>C1COCC1>[Cl:12][C:13]1[N:14]=[CH:15][C:16]([NH:19][C:20]2[O:21][C@:22]3([CH2:30][N:31]=2)[CH:27]2[CH2:28][CH2:29][N+:24]([O-:6])([CH2:25][CH2:26]2)[CH2:23]3)=[N:17][CH:18]=1. Reported procedure: 3-Chlorobenzoperoxoic acid (104 mg, 0.466 mmol) was added to a solution of (R)—N-(5-chloropyrazin-2-yl)-4H-1′-azaspiro[oxazole-5,3′-bicyclo[2.2.2]octan]-2-amine (114 mg, 0.388 mmol) in THF (3 mL) at room temperature and stirred for 2 h. The mixture was concentrated and the crude product was purified by flash chromatography on a 40 g silica gel cartridge with 10 to 30% [9:1 MeOH/NH4OH] in EtOAc, 30 min. Pure fractions were pooled, concentrated and dried. The residue was dissolved in EtOAC/MeOH 95... Reactants: [BH4-].[Na+] (sodium borohydride), C(C)OC(=O)CNC(COC1=CC=C(C=C1)C=O)=O (N-(ethoxycarbonylmethyl)-2-(4-formylphenoxy)acetamide), Cl (hydrochloric acid). The solvent is C(C)O (ethanol). Reaction conditions: time 30 minute. Product: C(C)OC(=O)CNC(COC1=CC=C(C=C1)CO)=O (N-(ethoxycarbonylmethyl)-2-(4-hydroxymethylphenoxy)acetamide). Isolated yield 86.9%. Reaction SMILES: [CH2:1]([O:3][C:4]([CH2:6][NH:7][C:8](=[O:19])[CH2:9][O:10][C:11]1[CH:16]=[CH:15][C:14]([CH:17]=[O:18])=[CH:13][CH:12]=1)=[O:5])[CH3:2].[BH4-].[Na+].Cl>C(O)C>[CH2:1]([O:3][C:4]([CH2:6][NH:7][C:8](=[O:19])[CH2:9][O:10][C:11]1[CH:12]=[CH:13][C:14]([CH2:17][OH:18])=[CH:15][CH:16]=1)=[O:5])[CH3:2] |f:1.2|. Reported procedure: To a mixture of N-(ethoxycarbonylmethyl)-2-(4-formylphenoxy)acetamide (4.6 g) and ethanol (150 ml) was added under ice cooling sodium borohydride (0.25 g), and the mixture was stirred at room temperature for 30 minutes. To the reaction mixture was added 3% hydrochloric acid, and the mixture was extracted with ethyl acetate. The ethyl acetate layer was washed with a saturated aqueous sodium chloride solution and dried over anhydrous magnesium sulfate. Evaporation of the solvent under reduced pres...